Dataset: the Open Reaction Database (ORD), a public repository of structured organic reaction records. Task: describe an organic reaction: reactants, conditions, products, and yield The reactants are FC1=C(N)C(=CC(=C1)F)F (2,4,6-trifluoroaniline), 10, C12C(CCCC1)C(=O)OC2=O (cyclohexane-1,2-dicarboxylic anhydride). The solvent is C(C)(=O)O (acetic acid). Product: FC1=C(C(=CC(=C1)F)F)N1C(C2CCCCC2C1=O)=O (2-(2,4,6-trifluorophenyl)-3a,4,5,6,7,7a-hexahydro-1H-isoindole-1,3(2H)-dione). RXN SMILES: [F:1][C:2]1[CH:8]=[C:7]([F:9])[CH:6]=[C:5]([F:10])[C:3]=1[NH2:4].[CH:11]12[C:20](=O)[O:19][C:17](=[O:18])[CH:12]1[CH2:13][CH2:14][CH2:15][CH2:16]2>C(O)(=O)C>[F:1][C:2]1[CH:8]=[C:7]([F:9])[CH:6]=[C:5]([F:10])[C:3]=1[N:4]1[C:17](=[O:18])[CH:12]2[CH:11]([CH2:16][CH2:15][CH2:14][CH2:13]2)[C:20]1=[O:19]. Procedure details: 9.54 Parts of 2,4,6-trifluoroaniline were added to a solution of 10 parts of cyclohexane-1,2-dicarboxylic anhydride in 100 parts of glacial acetic acid. The mixture was refluxed for 20 hours and the resulting mixture was poured into 200 parts of ice. The resulting crystals were filtered, dried and recrystallized twice from 70 parts of methanol at -40° C to yield 8.3 parts of white crystals of 2-(2,4,6-trifluorophenyl)-3a,4,5,6,7,7a-hexahydro-1H-isoindole-1,3(2H)-dione melting at 129°-131° C. The reactants are CNC (dimethylamine), ClCC(=O)N(C1(CC2=CC=CC=C2C1)C1=CC=CC=C1)C (2-chloro-N-methyl-N-(2,3-dihydro-2-phenyl-1H-inden-2-yl)acetamide), C(Cl)(Cl)Cl (chloroform). Solvent: CO (methanol). Reaction conditions: time 60 hour. Product: C1(=CC=CC=C1)C1(CC2=CC=CC=C2C1)N(C(CN(C)C)=O)C (N-(2,3-dihydro-2-phenyl-1H-inden-2-yl)-N-methyl-2(dimethylamino)acetamide). The yield is 96.1%. RXN SMILES: [CH3:1][NH:2][CH3:3].Cl[CH2:5][C:6]([N:8]([CH3:24])[C:9]1([C:18]2[CH:23]=[CH:22][CH:21]=[CH:20][CH:19]=2)[CH2:17][C:16]2[C:11](=[CH:12][CH:13]=[CH:14][CH:15]=2)[CH2:10]1)=[O:7].C(Cl)(Cl)Cl>CO>[C:18]1([C:9]2([N:8]([CH3:24])[C:6](=[O:7])[CH2:5][N:2]([CH3:3])[CH3:1])[CH2:17][C:16]3[C:11](=[CH:12][CH:13]=[CH:14][CH:15]=3)[CH2:10]2)[CH:23]=[CH:22][CH:21]=[CH:20][CH:19]=1. Procedure details: To a stirred solution of dimethylamine (30 mL, 0.45 mol) in methanol (150 mL) at 0° C. under nitrogen were added 2-chloro-N-methyl-N-(2,3-dihydro-2-phenyl-1H-inden-2-yl)acetamide (8.0 g, 0.027 mol) and chloroform (110 mL). The mixture was stirred at ambient temperature for 60 hours. The solvents were evaporated, the residue was dissolved in chloroform (250 mL) and 5% NaOH (250 mL), and the phases were separated. The aqueous phase was extracted with chloroform (3×200 mL). The combined chloroform ...